From a dataset of the Open Reaction Database (ORD), a public repository of structured organic reaction records. describe an organic reaction: reactants, conditions, products, and yield Starting materials: CC#N, CC(C)OC(C)C, Nc1ccc(I)cc1, O=S(=O)(Cl)c1ccccc1, c1ccncc1. The product is O=S(=O)(Nc1ccc(I)cc1)c1ccccc1. Reaction SMILES: [CH3:25][C:26]#[N:27].[CH:28]([O:29][CH:30]([CH3:31])[CH3:32])([CH3:33])[CH3:34].[I:1][c:2]1[cH:3][cH:4][c:5]([NH2:6])[cH:7][cH:8]1.[c:15]1([S:21](=[O:22])(=[O:23])[Cl:24])[cH:16][cH:17][cH:18][cH:19][cH:20]1.[cH:9]1[cH:10][cH:11][n:12][cH:13][cH:14]1>>[I:1][c:2]1[cH:3][cH:4][c:5]([NH:6][S:21]([c:15]2[cH:16][cH:17][cH:18][cH:19][cH:20]2)(=[O:22])=[O:23])[cH:7][cH:8]1.